Dataset: the Open Reaction Database (ORD), a public repository of structured organic reaction records. Task: describe an organic reaction: reactants, conditions, products, and yield Starting materials: O (water), C([O-])([O-])=O.[K+].[K+] (potassium carbonate), BrCCC (1-bromopropane), COC1=C(C=C(C=C1C)C=1OC=2N=C(N=C(C2N1)O)SC)C (2-(4-methoxy-3,5-dimethylphenyl)-5-methylsulfanyloxazolo[5,4-d]pyrimidin-7-ol). Solvent: CN(C=O)C (N,N-dimethylformamide). Run at temperature 60 celsius, time 5 hour. Product: COC1=C(C=C(C=C1C)C=1OC=2N=C(N=C(C2N1)OCCC)SC)C (2-(4-Methoxy-3,5-dimethylphenyl)-5-methylsulfanyl-7-propoxyoxazolo[5,4-d]pyrimidine). Yield: 37.4%. RXN SMILES: [CH3:1][O:2][C:3]1[C:8]([CH3:9])=[CH:7][C:6]([C:10]2[O:11][C:12]3[N:13]=[C:14]([S:20][CH3:21])[N:15]=[C:16]([OH:19])[C:17]=3[N:18]=2)=[CH:5][C:4]=1[CH3:22].C(=O)([O-])[O-].[K+].[K+].Br[CH2:30][CH2:31][CH3:32].O>CN(C)C=O>[CH3:1][O:2][C:3]1[C:4]([CH3:22])=[CH:5][C:6]([C:10]2[O:11][C:12]3[N:13]=[C:14]([S:20][CH3:21])[N:15]=[C:16]([O:19][CH2:30][CH2:31][CH3:32])[C:17]=3[N:18]=2)=[CH:7][C:8]=1[CH3:9] |f:1.2.3|. Reported procedure: 5.9 g of 2-(4-methoxy-3,5-dimethylphenyl)-5-methylsulfanyloxazolo[5,4-d]pyrimidin-7-ol were dissolved in 150 ml of N,N-dimethylformamide, and 7.7 g of potassium carbonate and then 2.7 g of 1-bromopropane were added. The solution was stirred at 60° C. for 5 h and then, after cooling, poured into 150 ml of water. The precipitate was filtered off with suction. The regioisomer mixture obtained was purified by silica gel chromatography (50 g silicon dioxide solute cartridge, heptane/ethyl acetate 9/1... Starting materials: CCC1CC(F)C(=O)O1, Cc1ccccc1, Cl, C1CCOC1, O. The product is CCC1CC(F)C(O)O1. Reaction SMILES: [CH2:1]([CH3:2])[CH:3]1[CH2:4][CH:5]([F:9])[C:6](=[O:8])[O:7]1.[CH3:10][c:11]1[cH:12][cH:13][cH:14][cH:15][cH:16]1.[ClH:18].[O:19]1[CH2:20][CH2:21][CH2:22][CH2:23]1.[OH2:17]>>[CH2:1]([CH3:2])[CH:3]1[CH2:4][CH:5]([F:9])[CH:6]([OH:8])[O:7]1. As a reaction SMILES: [NH2:1][C:2]1[C:3]([C:9]([O:11]C)=[O:10])=[N:4][C:5]([Br:8])=[CH:6][CH:7]=1.[Li+].[OH-].Cl>C1COCC1.CO>[NH2:1][C:2]1[C:3]([C:9]([OH:11])=[O:10])=[N:4][C:5]([Br:8])=[CH:6][CH:7]=1 |f:1.2,4.5|. Product: NC=1C(=NC(=CC1)Br)C(=O)O (3-amino-6-bromopicolinic acid). The yield is 97.0%. Solvent: C1CCOC1.CO (THF MeOH). Reaction conditions: time 16 hour. Reactants: NC=1C(=NC(=CC1)Br)C(=O)OC (methyl 3-amino-6-bromopicolinate), [Li+].[OH-] (LiOH), Cl (HCl). Procedure: To a solution of methyl 3-amino-6-bromopicolinate (2.31 g, 10 mmoles) in 2:1 THF/MeOH (51 mL) was added 1.0 M LiOH (17 mL, 17 mmoles). After stirring for 16 hours, 1 N HCl (17 mL, 17 mmoles) was added and the THF/MeOH was removed in vacuo. The resulting solid was filtered, rinsed with cold H2O (4×20 mL) and pumped on yielding 3-amino-6-bromopicolinic acid (97%). LCMS (m/z): 216.9 (MH+); LC Rt=1.93 min. The reactants are BrC=1C=C(C(=O)OC)C=CC1C#N (Methyl 3-bromo-4-cyanobenzoate), 153(1), OO (hydrogen peroxide), C([O-])([O-])=O.[K+].[K+] (potassium carbonate). Solvent: CS(=O)C (DMSO). Conditions: time 18.5 hour. Yields the product BrC=1C=C(C(=O)OC)C=CC1C(=O)N (methyl 3-bromo-4-(aminocarbonyl)benzoate). As a reaction SMILES: [Br:1][C:2]1[CH:3]=[C:4]([CH:9]=[CH:10][C:11]=1[C:12]#[N:13])[C:5]([O:7][CH3:8])=[O:6].OO.C(=O)([O-])[O-:17].[K+].[K+]>CS(C)=O>[Br:1][C:2]1[CH:3]=[C:4]([CH:9]=[CH:10][C:11]=1[C:12]([NH2:13])=[O:17])[C:5]([O:7][CH3:8])=[O:6] |f:2.3.4|. Procedure details: Methyl 3-bromo-4-cyanobenzoate (prepared as described in Wang, G. T. et al. Bioorg. Med. Chem. Lett. 2005, 15(1), 153(1) (130 mg, 0.54 mmol) was dissolved in DMSO (1.5 mL) and was cooled in a cold water bath. 30% aqueous hydrogen peroxide (0.1 mL) and potassium carbonate (23.9.0 mg, 0.17 mmol) were added and the mixture was stirred at room temperature for 18.5 h. The reaction mixture was partitioned between ethyl acetate and 10% aqueous lithium chloride. The aqueous portion was extracted with et... The reactants are BrCC1=C(C=CC(=C1)[N+](=O)[O-])F (2-(bromomethyl)-1-fluoro-4-nitrobenzene), CCOC(=O)C (EtOAc), CCN(C(C)C)C(C)C (DIEA), N1CCCC1 (pyrrolidine). Run in C1CCOC1 (THF), C1CCOC1 (THF). Conditions: time 6 hour. Yields the product FC1=C(CN2CCCC2)C=C(C=C1)[N+](=O)[O-] (1-(2-fluoro-5-nitrobenzyl)pyrrolidine). Isolated yield 93.9%. RXN SMILES: [CH3:1][CH2:2][N:3]([CH:7]([CH3:9])C)[CH:4]([CH3:6])C.N1CCCC1.BrC[C:17]1[CH:22]=[C:21]([N+:23]([O-:25])=[O:24])[CH:20]=C[C:18]=1[F:26].CCOC(C)=O>C1COCC1>[F:26][C:18]1[CH:17]=[CH:22][C:21]([N+:23]([O-:25])=[O:24])=[CH:20][C:9]=1[CH2:7][N:3]1[CH2:2][CH2:1][CH2:6][CH2:4]1. Procedure details: A −20° C. mixture of DIEA (552 mg, 4.27 mmol) and pyrrolidine (152 mg, 2.137 mmol) in THF (5 mL) was treated drop-wise with a solution of 2-(bromomethyl)-1-fluoro-4-nitrobenzene (500 mg, 2.137 mmol) in THF (5 mL), allowed to warm to RT and stirred for 6 h. The mixture was treated with EtOAc, washed with water, then brine, dried over Na2SO4 and concentrated to dryness to afford 1-(2-fluoro-5-nitrobenzyl)pyrrolidine (450 mg, 94% yield). MS (ESI) m/z: 225.1 [M+H]+. Starting materials: [I-].ClC1=NC=C(C=C1)CC1C(=[N+](CC1)C)SC (3-(2-chloropyrid-5-yl-methyl)-1-methyl-2-methylthio-1-azacyclopent-1-enylium iodide), N#CN (cyanamide). The solvent is C(C)O (ethanol). RXN SMILES: [I-].[Cl:2][C:3]1[CH:8]=[CH:7][C:6]([CH2:9][CH:10]2[CH2:14][CH2:13][N+:12]([CH3:15])=[C:11]2SC)=[CH:5][N:4]=1.[N:18]#[C:19][NH2:20]>C(O)C>[Cl:2][C:3]1[CH:8]=[CH:7][C:6]([CH2:9][CH:10]2[CH2:14][CH2:13][N:12]([CH3:15])[C:11]2=[N:20][C:19]#[N:18])=[CH:5][N:4]=1 |f:0.1|. Reported procedure: A mixture of 3.7 g of 3-(2-chloropyrid-5-yl-methyl)-1-methyl-2-methylthio-1-azacyclopent-1-enylium iodide and 2.5 g of cyanamide in 20 ml of ethanol is boiled at reflux for 6 hours. The mixture is concentrated by evaporation in vacuo and the residue is chromatographed on silica gel using dichloromethane/methanol (19:1) as eluant. The title compound having a melting point of 53-54° C. (compound 6.4) is obtained. Yields the product ClC1=NC=C(C=C1)CC1C(N(CC1)C)=NC#N (3-(2-Chloropyrid-5-yl-methyl)-1-methyl-2-cyanimino-pyrrolidine). The reactants are CC1=C(C=C(C=C1)NC(OC(C)(C)C)=O)NC=1C=C2C(N(C=NC2=CC1)C)=O (Tert-butyl 4-methyl-3-(3-methyl-4-oxo-3,4-dihydroquinazolin-6-ylamino)phenylcarbamate), C(=O)(C(F)(F)F)O (TFA), C(=O)([O-])[O-].[Na+].[Na+] (Na2CO3). The solvent is C(Cl)Cl (DCM). Conditions: time 1 hour. The product is NC=1C=CC(=C(C1)NC=1C=C2C(N(C=NC2=CC1)C)=O)C (6-(5-Amino-2-methylphenylamino)-3-methylquinazolin-4(3H)-one). Yield: 93.9%. Reaction SMILES: [CH3:1][C:2]1[CH:7]=[CH:6][C:5]([NH:8]C(=O)OC(C)(C)C)=[CH:4][C:3]=1[NH:16][C:17]1[CH:18]=[C:19]2[C:24](=[CH:25][CH:26]=1)[N:23]=[CH:22][N:21]([CH3:27])[C:20]2=[O:28].C(O)(C(F)(F)F)=O.C([O-])([O-])=O.[Na+].[Na+]>C(Cl)Cl>[NH2:8][C:5]1[CH:6]=[CH:7][C:2]([CH3:1])=[C:3]([NH:16][C:17]2[CH:18]=[C:19]3[C:24](=[CH:25][CH:26]=2)[N:23]=[CH:22][N:21]([CH3:27])[C:20]3=[O:28])[CH:4]=1 |f:2.3.4|. Reported procedure: Tert-butyl 4-methyl-3-(3-methyl-4-oxo-3,4-dihydroquinazolin-6-ylamino)phenylcarbamate 26 (3.0 g, 7.89 mmol) was added to 50 mL of 10% TFA in DCM. After 1 hr, the reaction mixture was neutralized with 75 mL saturated Na2CO3, extracted into EtOAc (3×100 mL), dried over MgSO4 and concentrated in vacuo to yield the desired product (2.078 g, 7.41 mmol, 94% yield). 1H NMR (300 MHz, D6 DMSO): δ 7.91 (s, 1H), 7.71 (d, 1H, J=2.7 Hz), 7.61 (s, 1H, J=8.8 Hz), 7.37 (dd, 1H, J=2.7 Hz, J=8.8 Hz), 7.31 (s, 1H)...